Dataset: the Open Reaction Database (ORD), a public repository of structured organic reaction records. Task: describe an organic reaction: reactants, conditions, products, and yield The reactants are ice water, C([O-])([O-])=O.[K+].[K+] (potassium carbonate), C(C(=O)C1=CC=CC=C1)Br (phenacyl bromide), O1N=C(CC1)C=1C(=C(C(=O)C=2C=NN(C2O)CC)C=CC1S(=O)(=O)C)C (4-[3-(4,5-dihydroisoxazol-3-yl)-4-methylsulfonyl-2-methylbenzoyl]-1-ethyl-5-hydroxypyrazole). Run in CN(C)C=O (DMF). Conditions: time 8 hour. Product: O1N=C(CC1)C=1C(=C(C(=O)C=2C=NN(C2OCC(=O)C2=CC=CC=C2)CC)C=CC1S(=O)(=O)C)C (4-[3-(4,5-dihydroisoxazol-3-yl)-4-methylsulfonyl-2-methylbenzoyl]-1-ethyl-5-phenacyloxypyrazole). The yield is 64.7%. RXN SMILES: [O:1]1[CH2:5][CH2:4][C:3]([C:6]2[C:7]([CH3:26])=[C:8]([CH:19]=[CH:20][C:21]=2[S:22]([CH3:25])(=[O:24])=[O:23])[C:9]([C:11]2[CH:12]=[N:13][N:14]([CH2:17][CH3:18])[C:15]=2[OH:16])=[O:10])=[N:2]1.C(=O)([O-])[O-].[K+].[K+].[CH2:33](Br)[C:34]([C:36]1[CH:41]=[CH:40][CH:39]=[CH:38][CH:37]=1)=[O:35]>CN(C=O)C>[O:1]1[CH2:5][CH2:4][C:3]([C:6]2[C:7]([CH3:26])=[C:8]([CH:19]=[CH:20][C:21]=2[S:22]([CH3:25])(=[O:24])=[O:23])[C:9]([C:11]2[CH:12]=[N:13][N:14]([CH2:17][CH3:18])[C:15]=2[O:16][CH2:33][C:34]([C:36]2[CH:41]=[CH:40][CH:39]=[CH:38][CH:37]=2)=[O:35])=[O:10])=[N:2]1 |f:1.2.3|. Reported procedure: 0.20 g of 4-[3-(4,5-dihydroisoxazol-3-yl)-4-methylsulfonyl-2-methylbenzoyl]-1-ethyl-5-hydroxypyrazole was dissolved in 10 ml of DMF, and 0.11 g of potassium carbonate, then 0.13 g of phenacyl bromide were added. The resulting solution was stirred at room temperature overnight. The reaction solution was poured into ice water, and extracted with ethyl acetate. The organic layer was washed with water, then with a saturated sodium chloride solution, and dried over anhydrous magnesium sulfate. The so...